This data is from the Open Reaction Database (ORD), a public repository of structured organic reaction records. The task is: describe an organic reaction: reactants, conditions, products, and yield Starting materials: COC=1C=C(C=CC1OC)CCC(=O)O (3-(3,4-dimethoxyphenyl)propionic acid), solution, C(CCC)[Li] (n-butyllithium), CCCCCC (hexane), C(C)(C)NC(C)C (diisopropylamine), Cl (HCl), COC=1C=C(C=CC1OC)C(C#N)(CCCCl)C(C)C (2-(3,4-dimethoxyphenyl)-2-isopropyl-2-(3-chloropropyl)acetonitrile). The solvent is CN(P(=O)(N(C)C)N(C)C)C (Hexamethylphosphoramide), O (water), C1CCOC1 (THF), C1CCOC1 (THF). Run at time 1 hour. The product is COC=1C=C(C=CC1OC)CC(CCCC(C1=CC(=C(C=C1)OC)OC)(C(C)C)C#N)C(=O)O (1-(3,4-dimethoxyphenyl)-2-carboxy-6-cyano-6-(i-propyl)-6-(3,4-dimethoxyphenyl)hexane). Yield: 91.7%. As a reaction SMILES: C([Li])CCC.CCCCCC.C(NC(C)C)(C)C.[CH3:19][O:20][C:21]1[CH:22]=[C:23]([CH2:29][CH2:30][C:31]([OH:33])=[O:32])[CH:24]=[CH:25][C:26]=1[O:27][CH3:28].[CH3:34][O:35][C:36]1[CH:37]=[C:38]([C:44]([CH:51]([CH3:53])[CH3:52])([CH2:47][CH2:48][CH2:49]Cl)[C:45]#[N:46])[CH:39]=[CH:40][C:41]=1[O:42][CH3:43].Cl>C1COCC1.O.CN(C)P(N(C)C)(N(C)C)=O>[CH3:19][O:20][C:21]1[CH:22]=[C:23]([CH2:29][CH:30]([C:31]([OH:33])=[O:32])[CH2:49][CH2:48][CH2:47][C:44]([C:45]#[N:46])([CH:51]([CH3:52])[CH3:53])[C:38]2[CH:39]=[CH:40][C:41]([O:42][CH3:43])=[C:36]([O:35][CH3:34])[CH:37]=2)[CH:24]=[CH:25][C:26]=1[O:27][CH3:28]. Procedure: A 1.6M solution of n-butyllithium in hexane (91.8 mL, 147 mmol) was added to a -20° C. solution of diisopropylamine (21 mL, 150 mmol) in THF (480 mL). Hexamethylphosphoramide (56 mL) was added and the mixture maintained at -20° C. while a solution of 3-(3,4-dimethoxyphenyl)propionic acid (15.1 g, 72 mmol) in THF (75 mL) was added. The resulting solution was stirred at room temperature for one hour, and then cooled to -50° C. A solution of 2-(3,4-dimethoxyphenyl)-2-isopropyl-2-(3-iodopropyl)aceto... Starting materials: Cc1ccccc1, CC(O)c1nnc2n1-c1sc(Cl)cc1C(c1ccccc1Cl)=NC2. The product is CC(=O)c1nnc2n1-c1sc(Cl)cc1C(c1ccccc1Cl)=NC2. Reaction SMILES: [CH3:25][c:26]1[cH:27][cH:28][cH:29][cH:30][cH:31]1.[Cl:1][c:2]1[cH:3][c:4]2[c:10]([s:11]1)-[n:9]1[c:8]([n:14][n:13][c:12]1[CH:15]([CH3:16])[OH:17])[CH2:7][N:6]=[C:5]2[c:18]1[c:19]([Cl:24])[cH:20][cH:21][cH:22][cH:23]1>>[Cl:1][c:2]1[cH:3][c:4]2[c:10]([s:11]1)-[n:9]1[c:8]([n:14][n:13][c:12]1[C:15]([CH3:16])=[O:17])[CH2:7][N:6]=[C:5]2[c:18]1[c:19]([Cl:24])[cH:20][cH:21][cH:22][cH:23]1. The reactants are [BH4-], CCOC(=O)C1=C(NCc2ccccc2)CC(C)CC1, CC(C)C(=O)O, [Na+]. Yields the product CCOC(=O)C1CCC(C)CC1NCc1ccccc1. Reaction SMILES: [BH4-:1].[CH2:3]([CH3:4])[O:5][C:6](=[O:7])[C:8]1=[C:9]([NH:15][CH2:16][c:17]2[cH:18][cH:19][cH:20][cH:21][cH:22]2)[CH2:10][CH:11]([CH3:14])[CH2:12][CH2:13]1.[CH3:23][CH:24]([C:25](=[O:26])[OH:27])[CH3:28].[Na+:2]>>[CH2:3]([CH3:4])[O:5][C:6](=[O:7])[CH:8]1[CH:9]([NH:15][CH2:16][c:17]2[cH:18][cH:19][cH:20][cH:21][cH:22]2)[CH2:10][CH:11]([CH3:14])[CH2:12][CH2:13]1. Run at time 24 hour. Solvent: C1CCOC1 (THF). As a reaction SMILES: [CH3:1][C:2]1([CH3:25])[CH2:15][N:14]2[C:5](=[N:6][C:7]3[C:12]([C:13]2=[O:16])=[CH:11][CH:10]=[C:9]([C:17]#[C:18][C:19]2[CH:24]=[CH:23][CH:22]=[CH:21][N:20]=2)[CH:8]=3)[NH:4][CH2:3]1.[H-].[Na+].[CH3:28]I>C1COCC1>[CH3:28][N:4]1[C:5]2=[N:6][C:7]3[C:12]([C:13](=[O:16])[N:14]2[CH2:15][C:2]([CH3:25])([CH3:1])[CH2:3]1)=[CH:11][CH:10]=[C:9]([C:17]#[C:18][C:19]1[CH:24]=[CH:23][CH:22]=[CH:21][N:20]=1)[CH:8]=3 |f:1.2|. Isolated yield 9.7%. Starting materials: CC1(CNC2=NC3=CC(=CC=C3C(N2C1)=O)C#CC1=NC=CC=C1)C (3,3-dimethyl-9-(pyridin-2-ylethynyl)-3,4-dihydro-1H-pyrimido[2,1-b]quinazolin-6(2H)-one), [H-].[Na+] (NaH), CI (MeI). Product: CN1CC(CN2C1=NC1=CC(=CC=C1C2=O)C#CC2=NC=CC=C2)(C)C (1,3,3-trimethyl-9-(pyridin-2-ylethynyl)-3,4-dihydro-1H-pyrimido[2,1-b]quinazolin-6(2H)-one). Reported procedure: A mixture of 3,3-dimethyl-9-(pyridin-2-ylethynyl)-3,4-dihydro-1H-pyrimido[2,1-b]quinazolin-6(2H)-one (30 mg, 0.09 mmol), NaH (14 mg, 0.36 mmol) and MeI (28 mg, 0.2 mmol) in dry THF was stirred for 24 h at room temperature. Then the solvent was evaporated to give the crude product, which was purified by column chromatography to give 3 mg of the title compound. MS (ESI): 345 (MH+). 1H NMR (300 MHz, CDCl3) δ 8.66-8.65 (d, J=4.8 Hz, 1H), 8.08-8.05 (d, J=8.2 Hz, 1H), 7.75-7.69 (td, J=7.8, 1.8 Hz, 1H)... Starting materials: C(C)(C)(C)OC(=O)N[C@H](CCC1=CC=CC=C1)C(=O)O (N-(t-Butoxycarbonyl)-D-homophenylalanine), C(C=C)O (allyl alcohol), C(CCl)Cl (EDC). Reagents/catalysts: CN(C1=CC=NC=C1)C (4-dimethylaminopyridine). The solvent is C(Cl)Cl (methylene chloride). Product: C(C=C)OC([C@H](NC(=O)OC(C)(C)C)CCC1=CC=CC=C1)=O (N-(t-Butoxycarbonyl)-D-homophenylalanine allyl ester). Reaction SMILES: [C:1]([O:5][C:6]([NH:8][C@@H:9]([C:18]([OH:20])=[O:19])[CH2:10][CH2:11][C:12]1[CH:17]=[CH:16][CH:15]=[CH:14][CH:13]=1)=[O:7])([CH3:4])([CH3:3])[CH3:2].[CH2:21](O)[CH:22]=[CH2:23].C(Cl)CCl>CN(C)C1C=CN=CC=1.C(Cl)Cl>[CH2:23]([O:19][C:18](=[O:20])[C@@H:9]([CH2:10][CH2:11][C:12]1[CH:13]=[CH:14][CH:15]=[CH:16][CH:17]=1)[NH:8][C:6]([O:5][C:1]([CH3:4])([CH3:2])[CH3:3])=[O:7])[CH:22]=[CH2:21]. Procedure details: N-(t-Butoxycarbonyl)-D-homophenylalanine (2.0 g; 7.16 mmol), allyl alcohol (500 ml; 7.35 mmol) and 4-dimethylaminopyridine (88 mg; 0.72 mmol) were dissolved in dry methylene chloride and stirred at room temperature. EDC (1.4 g; 7.30 mmol) was added to the solution in small batches over 15 minutes and the reaction mixture stirred at room temperature for 6 h. The reaction was quenched by pouring the reaction mixture into water (10 ml) and extracted with methylene chloride (2×25 ml). The combined m...